describe an organic reaction: reactants, conditions, products, and yield From a dataset of the Open Reaction Database (ORD), a public repository of structured organic reaction records. The reactants are CC(C)=O, Cl, O=C1CCC(=O)C12CCC(F)(F)CC2. Product: O=C1CCC(F)(F)CC1. Reaction SMILES: [CH3:15][C:16]([CH3:17])=[O:18].[ClH:19].[F:1][C:2]1([F:14])[CH2:3][CH2:4][C:5]2([C:6](=[O:7])[CH2:8][CH2:9][C:10]2=[O:11])[CH2:12][CH2:13]1>>[F:1][C:2]1([F:14])[CH2:3][CH2:4][C:5](=[O:18])[CH2:12][CH2:13]1. The reactants are C(C)(C)(C)OC(=O)NC(C(=O)O)C1=CC=C(C=C1)OC (2-(tert-butoxycarbonylamino)-2-(4-methoxyphenyl)acetic acid), C(=NC1CCCCC1)=NC1CCCCC1 (N,N′-methanediylidenedicyclohexanamine), N1(N=NC2=C1C=CC=C2)O (1H-benzo[d][1,2,3]triazol-1-ol), N12C[C@@H](C(CC1)CC2)O ((R)-quinuclidin-3-ol). Run in C1CCOC1 (THF). Conditions: time 15 hour. Product: C(C)(C)(C)OC(=O)NC(C(=O)O[C@H]1CN2CCC1CC2)C2=CC=C(C=C2)OC ((R)-quinuclidin-3-yl 2-(tert-butoxycarbonylamino)-2-(4-methoxyphenyl)acetate). The yield is 32.7%. As a reaction SMILES: [C:1]([O:5][C:6]([NH:8][CH:9]([C:13]1[CH:18]=[CH:17][C:16]([O:19][CH3:20])=[CH:15][CH:14]=1)[C:10]([OH:12])=[O:11])=[O:7])([CH3:4])([CH3:3])[CH3:2].C(=NC1CCCCC1)=NC1CCCCC1.N1(O)C2C=CC=CC=2N=N1.[N:46]12[CH2:53][CH2:52][CH:49]([CH2:50][CH2:51]1)[C@@H:48](O)[CH2:47]2>C1COCC1>[C:1]([O:5][C:6]([NH:8][CH:9]([C:13]1[CH:18]=[CH:17][C:16]([O:19][CH3:20])=[CH:15][CH:14]=1)[C:10]([O:12][C@@H:48]1[CH:49]2[CH2:52][CH2:53][N:46]([CH2:51][CH2:50]2)[CH2:47]1)=[O:11])=[O:7])([CH3:4])([CH3:3])[CH3:2]. Procedure: To a solution of 2-(tert-butoxycarbonylamino)-2-(4-methoxyphenyl)acetic acid (I43) (1.39 g, 4.94 mmol) in dry THF (60 ml), were added N,N′-methanediylidenedicyclohexanamine (1.22 g, 5.94 mmol), 1H-benzo[d][1,2,3]triazol-1-ol (802 mg, 5.94 mmol), and (R)-quinuclidin-3-ol (755 mg, 5.94 mmol). The reaction was stirred at RT for 15 hours, and the solvent was evaporated. The residue was taken up with DCM, the insoluble solid was filtered off, and the organic solution was washed twice with aq. Na2CO3 ... The reactants are FC=1C(=CC(N(C1)CC[C@](C(=O)NOC1OCCCC1)(S(=O)(=O)C)C)=O)C1=CC(=CC=C1)OC=1SC=CN1 ((2R)-4-{5-fluoro-2-oxo-4-[3-(1,3-thiazol-2-yloxy)phenyl]pyridin-1(2H)-yl}-2-methyl-2-(methylsulfonyl)-N-(tetrahydro-2H-pyran-2-yloxy)butanamide), FC=1C(=CC(N(C1)CC[C@](C(=O)NO)(S(=O)(=O)C)C)=O)C1=CC=C(C=C1)N1N=CC=N1 ((2R)-4-{5-fluoro-2-oxo-4-[4-(2H-1,2,3-triazol-2-yl)phenyl]pyridin-1(2H)-yl}-N-hydroxy-2-methyl-2-(methylsulfonyl)butanamide). The product is FC=1C(=CC(N(C1)CC[C@](C(=O)NO)(S(=O)(=O)C)C)=O)C1=CC(=CC=C1)OC=1SC=CN1 ((2R)-4-{5-fluoro-2-oxo-4-[3-(1,3-thiazol-2-yloxy)phenyl]pyridin-1(2H)-yl}-N-hydroxy-2-methyl-2-(methylsulfonyl)butanamide). The yield is 69.4%. As a reaction SMILES: [F:1][C:2]1[C:3]([C:27]2[CH:32]=[CH:31][CH:30]=[C:29]([O:33][C:34]3[S:35][CH:36]=[CH:37][N:38]=3)[CH:28]=2)=[CH:4][C:5](=[O:26])[N:6]([CH2:8][CH2:9][C@@:10]([CH3:25])([S:21]([CH3:24])(=[O:23])=[O:22])[C:11]([NH:13][O:14]C2CCCCO2)=[O:12])[CH:7]=1.FC1C(C2C=CC(N3N=CC=N3)=CC=2)=CC(=O)N(CC[C@@](C)(S(C)(=O)=O)C(NO)=O)C=1>>[F:1][C:2]1[C:3]([C:27]2[CH:32]=[CH:31][CH:30]=[C:29]([O:33][C:34]3[S:35][CH:36]=[CH:37][N:38]=3)[CH:28]=2)=[CH:4][C:5](=[O:26])[N:6]([CH2:8][CH2:9][C@@:10]([CH3:25])([S:21]([CH3:24])(=[O:23])=[O:22])[C:11]([NH:13][OH:14])=[O:12])[CH:7]=1. Procedure details: The title compound (66.8 mg, 68.4%) was prepared as a white solid from (2R)-4-{5-fluoro-2-oxo-4-[3-(1,3-thiazol-2-yloxy)phenyl]pyridin-1(2H)-yl}-2-methyl-2-(methylsulfonyl)-N-(tetrahydro-2H-pyran-2-yloxy)butanamide (115 mg, 0.20 mmol) using a procedure analogous to that described for (2R)-4-{5-fluoro-2-oxo-4-[4-(2H-1,2,3-triazol-2-yl)phenyl]pyridin-1(2H)-yl}-N-hydroxy-2-methyl-2-(methylsulfonyl)butanamide, Example 26, Step E. MS (LCMS) m/z 482.2 (M+1). 1H NMR (400 MHz, DMSO-d6) δ ppm 1.57 (s, 3H... Starting materials: O=C1CCN(CC1)C1=CC=C(C=C1)NS(=O)(=O)C1=CC=C(C=C1)NC(C)=O (N-{4-[4-(4-Oxo-piperidine-1-yl)-phenylsulfamoyl]-phenyl}-acetamide), NC[C@@H](COC1=CC=CC=C1)O ((2S)-1-Amino-3-phenoxypropan-2-ol). Yields the product O[C@@H](CNC1CCN(CC1)C1=CC=C(NS(=O)(=O)C2=CC=C(C=C2)NC(C)=O)C=C1)COC1=CC=CC=C1 (N-(4-{[4-(4-{[(2S)-2-Hydroxy-3-phenoxypropyl]amino}-1-piperidineyl)anilino]-sulfonyl}phenyl)acetamide). As a reaction SMILES: O=[C:2]1[CH2:7][CH2:6][N:5]([C:8]2[CH:13]=[CH:12][C:11]([NH:14][S:15]([C:18]3[CH:23]=[CH:22][C:21]([NH:24][C:25](=[O:27])[CH3:26])=[CH:20][CH:19]=3)(=[O:17])=[O:16])=[CH:10][CH:9]=2)[CH2:4][CH2:3]1.[NH2:28][CH2:29][C@H:30]([OH:39])[CH2:31][O:32][C:33]1[CH:38]=[CH:37][CH:36]=[CH:35][CH:34]=1>>[OH:39][C@H:30]([CH2:31][O:32][C:33]1[CH:38]=[CH:37][CH:36]=[CH:35][CH:34]=1)[CH2:29][NH:28][CH:2]1[CH2:3][CH2:4][N:5]([C:8]2[CH:13]=[CH:12][C:11]([NH:14][S:15]([C:18]3[CH:23]=[CH:22][C:21]([NH:24][C:25](=[O:27])[CH3:26])=[CH:20][CH:19]=3)(=[O:17])=[O:16])=[CH:10][CH:9]=2)[CH2:6][CH2:7]1. Procedure details: The title compound was prepared from N-{4-[4-(4-oxo-piperidine-1-yl)-phenylsulfamoyl]-phenyl}-acetamide (which was obtained in Example 216) and (2S)-1-amino-3-phenoxy-propan-2-ol (which was obtained in Example 3) according to the procedure of Example 255 as a white solid; 1H NMR (300 MHz, DMSO-d6) δ 1.40-1.65 (m, 2H), 1.95-2.10 (m, 2H), 2.06 (s, 3H), 2.50-3.20 (m, 5H), 3.55-3.75 (m, 2H), 3.96 (d, J=5.2 Hz, 2H), 4.15-4.25 (m, 1H), 5.70 (brs, 1H), 6.80 (d, J=9.0 Hz, 2H), 6.88 (d, J=9.0 Hz, 2H), 6.... Starting materials: C(CCC)[Li] (n-Butyl lithium), O1CCCC1 (tetrahydrofuran), FC1=CC=C(CO)C=C1 (4-fluorobenzyl alcohol), O1CCCC1 (tetrahydrofuran), ClC1=NC=CC(=N1)Cl (2,4-dichloropyrimidine). The solvent is O (water). Conditions: time 30 minute. Yields the product ClC1=NC=CC(=N1)OCC1=CC=C(C=C1)F (2-chloro-4-(4-fluorobenzyloxy)pyrimidine). Yield: 68.0%. RXN SMILES: C([Li])CCC.O1CCCC1.[F:11][C:12]1[CH:19]=[CH:18][C:15]([CH2:16][OH:17])=[CH:14][CH:13]=1.[Cl:20][C:21]1[N:26]=[C:25](Cl)[CH:24]=[CH:23][N:22]=1>O>[Cl:20][C:21]1[N:26]=[C:25]([O:17][CH2:16][C:15]2[CH:18]=[CH:19][C:12]([F:11])=[CH:13][CH:14]=2)[CH:24]=[CH:23][N:22]=1. Procedure: n-Butyl lithium (2.6 M n-hexane solution, 10.1 mL) was added to tetrahydrofuran solution (12 mL) of 4-fluorobenzyl alcohol (3.08 mL) at −78° C., and stirred at the same temperature for 30 minutes. This reaction liquid was gradually added to tetrahydrofuran suspension (24 mL) of 2,4-dichloropyrimidine (4.0 g) and stirred at room temperature for 2 hours. After addition of water, the reaction liquid was extracted with ethyl acetate. The organic layer was washed with saturated brine and dried over a...